Dataset: the Open Reaction Database (ORD), a public repository of structured organic reaction records. Task: describe an organic reaction: reactants, conditions, products, and yield Reactants: C1COCCO1, CC(C)(C)O, C=Cc1ccc2nccc(Cl)c2c1, [Na], [O-][I+3]([O-])([O-])[O-], O, Cc1cccc(C)n1. Product: O=Cc1ccc2nccc(Cl)c2c1. Reaction SMILES: [CH2:33]1[O:34][CH2:35][CH2:36][O:37][CH2:38]1.[CH3:28][C:29]([OH:30])([CH3:31])[CH3:32].[Cl:1][c:2]1[cH:3][cH:4][n:5][c:6]2[cH:7][cH:8][c:9]([CH:12]=[CH2:13])[cH:10][c:11]12.[Na:22].[O-:23][I+3:24]([O-:25])([O-:26])[O-:27].[OH2:39].[n:14]1[c:15]([CH3:16])[cH:17][cH:18][cH:19][c:20]1[CH3:21]>>[Cl:1][c:2]1[cH:3][cH:4][n:5][c:6]2[cH:7][cH:8][c:9]([CH:12]=[O:23])[cH:10][c:11]12.